Dataset: the Open Reaction Database (ORD), a public repository of structured organic reaction records. Task: describe an organic reaction: reactants, conditions, products, and yield Product: ClC1=C(C2=C(C(=NO2)NC)C=C1)I (6-chloro-7-iodo-N-methylbenzo[d]isoxazol-3-amine). Procedure: 1,8-diazabicyclo[5.4.0]undec-7-ene (0.102 g, 0.670 mmol) was added to a solution of 4-chloro-2-fluoro-N′-hydroxy-3-iodo-N-methylbenzamidine (0.200 g, 0.609 mmol) in THF (2 mL) in a sealed microwave tube. The reaction mixture was heated in a microwave at 165° C. for 80 min. The resulting mixture was purified by flash chromatography on silica gel (dichloromethane:hexane 10:90) to give 6-chloro-7-iodo-N-methylbenzo[d]isoxazol-3-amine as an off white solid. MS (ESI, pos.ion) m/z: 308.9 (M+1) Run at temperature 165 celsius. Starting materials: N12CCCCCC2=NCCC1 (1,8-diazabicyclo[5.4.0]undec-7-ene), ClC1=C(C(=C(C(=NO)NC)C=C1)F)I (4-chloro-2-fluoro-N′-hydroxy-3-iodo-N-methylbenzamidine). Solvent: C1CCOC1 (THF). RXN SMILES: N12CCCN=C1CCCCC2.[Cl:12][C:13]1[CH:23]=[CH:22][C:16]([C:17]([NH:20][CH3:21])=[N:18][OH:19])=[C:15](F)[C:14]=1[I:25]>C1COCC1>[Cl:12][C:13]1[CH:23]=[CH:22][C:16]2[C:17]([NH:20][CH3:21])=[N:18][O:19][C:15]=2[C:14]=1[I:25]. Reactants: [OH-].[Na+] (NaOH), COC(CC1=C(N(C2=NC(=CC=C21)Cl)CC2=C(C=C(C=C2)S(=O)(=O)C)C(F)(F)F)C)=O ([6-chloro-1-(4-methanesulfonyl-2-trifluoromethyl-benzyl)-2-methyl-1H-pyrrolo[2,3-b]pyridin-3-yl]-acetic acid methyl ester). Solvent: C1CCOC1.CO (THF MeOH). Run at time 8 hour. Product: ClC1=CC=C2C(=N1)N(C(=C2CC(=O)O)C)CC2=C(C=C(C=C2)S(=O)(=O)C)C(F)(F)F ([6-Chloro-1-(4-methanesulfonyl-2-trifluoromethyl-benzyl)-2-methyl-1H-pyrrolo[2,3-b]pyridin-3-yl]-acetic acid). Reaction SMILES: [OH-].[Na+].C[O:4][C:5](=[O:33])[CH2:6][C:7]1[C:15]2[C:10](=[N:11][C:12]([Cl:16])=[CH:13][CH:14]=2)[N:9]([CH2:17][C:18]2[CH:23]=[CH:22][C:21]([S:24]([CH3:27])(=[O:26])=[O:25])=[CH:20][C:19]=2[C:28]([F:31])([F:30])[F:29])[C:8]=1[CH3:32]>C1COCC1.CO>[Cl:16][C:12]1[N:11]=[C:10]2[N:9]([CH2:17][C:18]3[CH:23]=[CH:22][C:21]([S:24]([CH3:27])(=[O:26])=[O:25])=[CH:20][C:19]=3[C:28]([F:29])([F:31])[F:30])[C:8]([CH3:32])=[C:7]([CH2:6][C:5]([OH:33])=[O:4])[C:15]2=[CH:14][CH:13]=1 |f:0.1,3.4|. Procedure: 1M Aqueous NaOH (0.25 ml) is added to a stirring suspension of [6-chloro-1-(4-methanesulfonyl-2-trifluoromethyl-benzyl)-2-methyl-1H-pyrrolo[2,3-b]pyridin-3-yl]-acetic acid methyl ester: (0.01 g, 0.021 mmol) in 1:1 THF/MeOH (0.5 ml). The resulting suspension is sonicated and allowed to stir at room temperature overnight. The solvent is removed in vacuo and the crude solid is dissolved in water (0.5 ml) and acidified to pH 2-3 using 1 N HCl. The suspension which forms is filtered, washed with wate...